From a dataset of the Open Reaction Database (ORD), a public repository of structured organic reaction records. describe an organic reaction: reactants, conditions, products, and yield The reactants are C(CC)N1C(=O)N(C=2N=C(NC2C1=O)C1C2C=CC(C1)C2)CCC (1,3-dipropyl-8-(5-norbornen-2-yl)xanthine), [H][H] (hydrogen). Reagents/catalysts: [Pd] (palladium/charcoal). Run in C(C)O (ethanol). The product is C(CC)N1C(=O)N(C=2N=C(NC2C1=O)C1C2CCC(C1)C2)CCC (1,3-Dipropyl-8-(norbornan-2-yl)xanthine). The yield is 39.1%. As a reaction SMILES: [CH2:1]([N:4]1[C:13](=[O:14])[C:12]2[NH:11][C:10]([CH:15]3[CH2:20][CH:19]4[CH2:21][CH:16]3[CH:17]=[CH:18]4)=[N:9][C:8]=2[N:7]([CH2:22][CH2:23][CH3:24])[C:5]1=[O:6])[CH2:2][CH3:3].[H][H]>C(O)C.[Pd]>[CH2:1]([N:4]1[C:13](=[O:14])[C:12]2[NH:11][C:10]([CH:15]3[CH2:20][CH:19]4[CH2:21][CH:16]3[CH2:17][CH2:18]4)=[N:9][C:8]=2[N:7]([CH2:22][CH2:23][CH3:24])[C:5]1=[O:6])[CH2:2][CH3:3]. Procedure details: 1.0 g (3.1 mmol) of 1,3-dipropyl-8-(5-norbornen-2-yl)xanthine are hydrogenated under pressure in 30 ml of ethanol, with the addition of palladium/charcoal, until no further uptake of hydrogen can be detected. The catalyst is filtered off, the filtrate is concentrated by evaporation and the residue is chromatographed on silica gel (Ch2Cl2 /C3OH 99:1). 0.4 g of the title compound are obtained in the form of white crystals (39% of theory), m.p. 136°-138° C. Reactants: C(#C)C=1C=C2C(CCC(C2=CC1)=O)(C)C (6-ethynyl-3,4-dihydro-4,4-dimethylnaphthalen-1(2H)-one), C(#C)C=1C=C2C(CCC(C2=CC1)=O)(C)C (6-ethynyl-3,4-dihydro-4,4-dimethylnaphthalen-1(2H)-one), BrC=1C=C2C(CCC(C2=CC1)(C)C)OC1CCCCC1 (6-bromo-4-cyclohexyloxy-1,1-dimethyl-1,2,3,4-tetrahydronaphthalene), BrC=1C=C2C(CCC(C2=CC1)(C)C)OC1CCCCC1 (6-bromo-4-cyclohexyloxy-1,1-dimethyl-1,2,3,4-tetrahydronaphthalene). The product is C1(CCCCC1)OC1CCC(C2=CC=C(C=C12)C#C)(C)C (4-Cyclohexyloxy-6-ethynyl-1,2,3,4-tetrahydro-1,1-dimethylnaphthalene). As a reaction SMILES: [C:1](C1C=C2C(=CC=1)C(=O)CCC2(C)C)#[CH:2].Br[C:17]1[CH:18]=[C:19]2[C:24](=[CH:25][CH:26]=1)[C:23]([CH3:28])([CH3:27])[CH2:22][CH2:21][CH:20]2[O:29][CH:30]1[CH2:35][CH2:34][CH2:33][CH2:32][CH2:31]1>>[CH:30]1([O:29][CH:20]2[C:19]3[C:24](=[CH:25][CH:26]=[C:17]([C:1]#[CH:2])[CH:18]=3)[C:23]([CH3:28])([CH3:27])[CH2:22][CH2:21]2)[CH2:35][CH2:34][CH2:33][CH2:32][CH2:31]1. Procedure details: Employing the same general procedure as for the preparation of 6-ethynyl-3,4-dihydro-4,4-dimethylnaphthalen-1(2H)-one (Compound K), 2.1 g (8.8 mmol) of 6-bromo-4-cyclohexyloxy-1,1-dimethyl-1,2,3,4-tetrahydronaphthalene (Compound J) was converted into the title compound using 1 g (10.2 mmol) of trimethylsilyl acetylene, 0.14 g (0.20 mmol) of bis(triphenylphosphine)palladium(II) chloride, 19 mg (0.1 mmol) of cuprous iodide and 80 mg (0.6 mmol) of K2CO3. Yield: 17.0%. Reactants: COC=1C=C(C=CC1OC)C(=CC(=O)OC)C1=CC(=C(C=C1)OC)OC (methyl 3,3-bis-(3,4-dimethoxyphenyl)acrylate), C(C)N(C(=O)CP([O-])([O-])=O)CC (diethylcarbamoylmethylphosphonate), C[Si]([N-][Si](C)(C)C)(C)C.[Li+] (lithium hexamethyldisilazide), C(C)OC=1C=C(C(=O)C2=CC=CC=C2)C=CC1OC (3-ethoxy-4-methoxybenzophenone). The product is C1(=CC=CC=C1)C(=CC(=O)N)C1=CC(=C(C=C1)OC)OCC (3-Phenyl-3-(3'-ethoxy-4-methoxyphenyl)acrylamide), mixture. Procedure details: The acrylamide was prepared analogously to methyl 3,3-bis-(3,4-dimethoxyphenyl)acrylate using 3-ethoxy-4-methoxybenzophenone (0.3 g, 1.2 mmol), diethylcarbamoylmethylphosphonate (0.25 g, 1.3 mmol) and lithium hexamethyldisilazide (1 mL, 1.3 mmol, 1.3M) with a reaction time of 54 hours at reflux. The crude mixture was purified by flash column chromatography (silica gel, 45% ethyl acetate/methylene chloride) to afford 0.06 g (17%) of a mixture of the E and Z isomers as an oil: 1H NMR (CDCl3) δ 7.5... As a reaction SMILES: COC1C=C(C(C2C=CC(OC)=C(OC)C=2)=CC(OC)=O)C=CC=1OC.[CH2:27]([O:29][C:30]1[CH:31]=[C:32]([CH:41]=[CH:42][C:43]=1[O:44][CH3:45])[C:33]([C:35]1[CH:40]=[CH:39][CH:38]=[CH:37][CH:36]=1)=O)[CH3:28].C([N:48](CC)[C:49]([CH2:51]P(=O)([O-])[O-])=[O:50])C.C[Si](C)(C)[N-][Si](C)(C)C.[Li+]>>[C:35]1([C:33]([C:32]2[CH:41]=[CH:42][C:43]([O:44][CH3:45])=[C:30]([O:29][CH2:27][CH3:28])[CH:31]=2)=[CH:51][C:49]([NH2:48])=[O:50])[CH:40]=[CH:39][CH:38]=[CH:37][CH:36]=1 |f:3.4|. The reactants are ClC=1C(=C(/C=C/C(N)=NO)C=CC1)F ((E)-3-chloro-2-fluoro-cinnamamide oxime), C(C)(=O)OC(C)=O (acetic anhydride). Yields the product ClC=1C(=C(/C=C/C2=NOC(=N2)C)C=CC1)F ((E)-3-(3-chloro-2-fluoro-styryl)-5-methyl-l,2,4-oxadiazole). Isolated yield 75.6%. RXN SMILES: [Cl:1][C:2]1[C:3]([F:14])=[C:4]([CH:11]=[CH:12][CH:13]=1)/[CH:5]=[CH:6]/[C:7](=[N:9][OH:10])[NH2:8].[C:15](OC(=O)C)(=O)[CH3:16]>>[Cl:1][C:2]1[C:3]([F:14])=[C:4]([CH:11]=[CH:12][CH:13]=1)/[CH:5]=[CH:6]/[C:7]1[N:8]=[C:15]([CH3:16])[O:10][N:9]=1. Reported procedure: 6.4 g (0.03 mol) of (E)-3-chloro-2-fluoro-cinnamamide oxime are initially introduced into 50 ml of acetic anhydride and the mixture is then stirred at reflux temperature for 2 hours. Subsequently, the whole batch is concentrated in vacuo and the residue is stirred with sodium carbonate solution and extracted with methylene chloride. The organic phase is dried over sodium sulphate and the solvent is distilled off. 5.1 g (75.6% of theory) of (E)-3-(3-chloro-2-fluoro-styryl)-5-methyl-l,2,4-oxadiazo... Reactants: resultant mixture, Cl (hydrochloric acid), C1(=CC=CC=C1)S(=O)(=O)C=1C2C3=CC=CC=C3C(C1)CC2 (1,4-dihydro-2-phenylsulfonyl-1,4-ethanonaphthalene), [N+](#[C-])CC(=O)OCC (ethyl isocyano-acetate), C(C)(C)(C)O[K] (tert-BuOK). Run in C1CCOC1 (THF). Run at temperature 0 celsius. The product is C(C)OC(=O)C=1NC=C2C3C4=C(C(C12)CC3)C=CC=C4 (ethyl-4,9-dihydro-4,9-ethano-2H-benz[f]isoindole-1-carboxylate). Isolated yield 90.9%. As a reaction SMILES: C1(S([C:10]2[CH:11]3[CH2:21][CH2:20][CH:18]([CH:19]=2)[C:17]2[C:12]3=[CH:13][CH:14]=[CH:15][CH:16]=2)(=O)=O)C=CC=CC=1.[N+:22]([CH2:24][C:25]([O:27][CH2:28][CH3:29])=[O:26])#[C-:23].C(O[K])(C)(C)C.Cl>C1COCC1>[CH2:28]([O:27][C:25]([C:24]1[NH:22][CH:23]=[C:19]2[C:10]=1[CH:11]1[CH2:21][CH2:20][CH:18]2[C:17]2[CH:16]=[CH:15][CH:14]=[CH:13][C:12]=21)=[O:26])[CH3:29]. Procedure details: Under an argon atmosphere, 0.296 g (1.0 mmol) of the obtained 1,4-dihydro-2-phenylsulfonyl-1,4-ethanonaphthalene, 0.13 ml (1.15 mmol) of ethyl isocyano-acetate and 30 ml of anhydrous THF were charged and cooled to 0° C. Into the mixture, 1.7 ml of tert-BuOK (1 M THF solution) was dropped over two hours and the resultant mixture was stirred for three hours at room temperature. After the completion of reaction, the reaction mixture was added with dilute hydrochloric acid, washed in turn with an aq...